Dataset: the Open Reaction Database (ORD), a public repository of structured organic reaction records. Task: describe an organic reaction: reactants, conditions, products, and yield Starting materials: CC(C)(C)OC(=O)N1CCC2C(C1)c1cc(Br)cc3c1N2CC3, OB(O)c1ccc(Cl)cc1F. The product is CC(C)(C)OC(=O)N1CCC2C(C1)c1cc(-c3ccc(Cl)cc3F)cc3c1N2CC3. Reaction SMILES: [Br:1][c:2]1[cH:3][c:4]2[c:8]3[c:9]([cH:10]1)[CH2:11][CH2:12][N:7]3[CH:6]1[CH:5]2[CH2:16][N:15]([C:17](=[O:18])[O:19][C:20]([CH3:21])([CH3:22])[CH3:23])[CH2:14][CH2:13]1.[Cl:24][c:25]1[cH:26][c:27]([F:34])[c:28]([B:31]([OH:32])[OH:33])[cH:29][cH:30]1>>[c:2]1(-[c:28]2[c:27]([F:34])[cH:26][c:25]([Cl:24])[cH:30][cH:29]2)[cH:3][c:4]2[c:8]3[c:9]([cH:10]1)[CH2:11][CH2:12][N:7]3[CH:6]1[CH:5]2[CH2:16][N:15]([C:17](=[O:18])[O:19][C:20]([CH3:21])([CH3:22])[CH3:23])[CH2:14][CH2:13]1. Reactants: CNCc1ccccc1, CC#N, O=C(Cl)C(=O)c1c[nH]c2ccccc12. Product: CN(Cc1ccccc1)C(=O)C(=O)c1c[nH]c2ccccc12. Reaction SMILES: [CH2:15]([c:16]1[cH:17][cH:18][cH:19][cH:20][cH:21]1)[NH:22][CH3:23].[CH3:24][C:25]#[N:26].[nH:1]1[cH:2][c:3]([C:10]([C:11](=[O:12])[Cl:13])=[O:14])[c:4]2[cH:5][cH:6][cH:7][cH:8][c:9]12>>[nH:1]1[cH:2][c:3]([C:10]([C:11](=[O:12])[N:22]([CH2:15][c:16]2[cH:17][cH:18][cH:19][cH:20][cH:21]2)[CH3:23])=[O:14])[c:4]2[cH:5][cH:6][cH:7][cH:8][c:9]12.